This data is from the Open Reaction Database (ORD), a public repository of structured organic reaction records. The task is: describe an organic reaction: reactants, conditions, products, and yield Reactants: [Al+3], CCOC(C)=O, CCOCC, CCOC(=O)c1ccc(C#Cc2ccc3c(c2)C(C)(C)CCC3(C)C)nc1, [Cl-], [H-], [H-], [H-], [H-], [H-], [Li+], [NH4+]. Yields the product CC1(C)CCC(C)(C)c2cc(C#Cc3ccc(CO)cn3)ccc21. RXN SMILES: [Al+3:2].[CH3:35][CH2:36][O:37][C:38](=[O:39])[CH3:40].[CH3:43][CH2:44][O:45][CH2:46][CH3:47].[CH3:7][C:8]1([CH3:33])[c:9]2[cH:10][cH:11][c:12]([C:20]#[C:21][c:22]3[n:23][cH:24][c:25]([C:26](=[O:27])[O:28][CH2:29][CH3:30])[cH:31][cH:32]3)[cH:13][c:14]2[C:15]([CH3:18])([CH3:19])[CH2:16][CH2:17]1.[Cl-:41].[H-:1].[H-:34].[H-:4].[H-:5].[H-:6].[Li+:3].[NH4+:42]>>[CH3:7][C:8]1([CH3:33])[c:9]2[cH:10][cH:11][c:12]([C:20]#[C:21][c:22]3[n:23][cH:24][c:25]([CH2:26][OH:27])[cH:31][cH:32]3)[cH:13][c:14]2[C:15]([CH3:18])([CH3:19])[CH2:16][CH2:17]1. The reactants are O.[OH-].[Li+] (lithium hydroxide monohydrate), COC(=O)C1=CC=C(CC(CCC2=CC=C(C(=O)OC)C=C2)\C=C\C2=C(C=CC=C2)OCCCCCN2C(N(CCC2)C)=O)C=C1 (Methyl 4-[(4E)-3-[4-(methoxycarbonyl)benzyl]-5-(2-{[5-(3-methyl-2-oxotetrahydropyrimidin-1(2H)-yl)pentyl]oxy}phenyl)pent-4-en-1-yl]benzoate), Cl (hydrochloric acid). Run in C1CCOC1 (THF), [OH-].[Na+] (sodium hydroxide). Conditions: time 16 hour. Yields the product C(=O)(O)C1=CC=C(CC(CCC2=CC=C(C(=O)O)C=C2)\C=C\C2=C(C=CC=C2)OCCCCCN2C(N(CCC2)C)=O)C=C1 (4-[(4E)-3-(4-Carboxybenzyl)-5-(2-{[5-(3-methyl-2-oxotetrahydropyrimidin-1(2H)-yl)pentyl]oxy}-phenyl)pent-4-en-1-yl]benzoic acid). Reaction SMILES: O.[OH-].[Li+].C[O:5][C:6]([C:8]1[CH:49]=[CH:48][C:11]([CH2:12][CH:13](/[CH:26]=[CH:27]/[C:28]2[CH:33]=[CH:32][CH:31]=[CH:30][C:29]=2[O:34][CH2:35][CH2:36][CH2:37][CH2:38][CH2:39][N:40]2[CH2:45][CH2:44][CH2:43][N:42]([CH3:46])[C:41]2=[O:47])[CH2:14][CH2:15][C:16]2[CH:25]=[CH:24][C:19]([C:20]([O:22]C)=[O:21])=[CH:18][CH:17]=2)=[CH:10][CH:9]=1)=[O:7].Cl>C1COCC1.[OH-].[Na+]>[C:6]([C:8]1[CH:9]=[CH:10][C:11]([CH2:12][CH:13](/[CH:26]=[CH:27]/[C:28]2[CH:33]=[CH:32][CH:31]=[CH:30][C:29]=2[O:34][CH2:35][CH2:36][CH2:37][CH2:38][CH2:39][N:40]2[CH2:45][CH2:44][CH2:43][N:42]([CH3:46])[C:41]2=[O:47])[CH2:14][CH2:15][C:16]2[CH:17]=[CH:18][C:19]([C:20]([OH:22])=[O:21])=[CH:24][CH:25]=2)=[CH:48][CH:49]=1)([OH:7])=[O:5] |f:0.1.2,6.7|. Reported procedure: 31.5 mg (750 μmol) of lithium hydroxide monohydrate are added to a solution of 47 mg (160 μmol) of methyl 4-[(4E)-3-[4-(methoxycarbonyl)benzyl]-5-(2-{[5-(3-methyl-2-oxotetrahydro-pyrimidin-1(2H)-yl)pentyl]oxy}phenyl)pent-4-en-1-yl]benzoate (Example 35A) in 1.0 ml of THF and 1.0 ml of 1 M aqueous sodium hydroxide solution, and the mixture is stirred at room temperature for 16 h. The mixture is then adjusted to pH 2 using 1 M hydrochloric acid and extracted twice with ethyl acetate. The combined o...